This data is from the Open Reaction Database (ORD), a public repository of structured organic reaction records. The task is: describe an organic reaction: reactants, conditions, products, and yield Reactants: O=Cc1ccccc1Br, C1CCNCC1, CCOC(=O)CP(=O)(OCC)OCC, O, O=C(O)c1ccccc1, c1ccccc1. Product: CCOC(=O)C(=Cc1ccccc1Br)P(=O)(OCC)OCC. Reaction SMILES: [Br:1][c:2]1[c:3]([CH:4]=[O:5])[cH:6][cH:7][cH:8][cH:9]1.[CH2:33]1[CH2:34][CH2:35][NH:36][CH2:37][CH2:38]1.[CH3:10][CH2:11][O:12][C:13](=[O:14])[CH2:15][P:16](=[O:17])([O:18][CH2:19][CH3:20])[O:21][CH2:22][CH3:23].[OH2:39].[OH:24][C:25]([c:26]1[cH:27][cH:28][cH:29][cH:30][cH:31]1)=[O:32].[cH:40]1[cH:41][cH:42][cH:43][cH:44][cH:45]1>>[Br:1][c:2]1[c:3]([CH:4]=[C:15]([C:13]([O:12][CH2:11][CH3:10])=[O:14])[P:16](=[O:17])([O:18][CH2:19][CH3:20])[O:21][CH2:22][CH3:23])[cH:6][cH:7][cH:8][cH:9]1. The reactants are ClCCCl, C1CCOC1, Cn1cc([N+](=O)[O-])cc1C(=O)O, COC(=O)c1cc([N+](=O)[O-])cn1C, CCN(C(C)C)C(C)C, Cl. Product: COC(=O)c1cc(NC(=O)c2cc([N+](=O)[O-])cn2C)cn1C. Reaction SMILES: [CH2:27]([Cl:28])[CH2:29][Cl:30].[CH2:40]1[O:41][CH2:42][CH2:43][CH2:44]1.[CH3:15][n:16]1[c:17]([C:24](=[O:25])[OH:26])[cH:18][c:19]([N+:21](=[O:22])[O-:23])[cH:20]1.[CH3:1][n:2]1[c:3]([C:10](=[O:11])[O:12][CH3:13])[cH:4][c:5]([N+:7]([O-:8])=[O:9])[cH:6]1.[CH:31]([N:32]([CH2:33][CH3:34])[CH:35]([CH3:36])[CH3:37])([CH3:38])[CH3:39].[ClH:14]>>[CH3:1][n:2]1[c:3]([C:10](=[O:11])[O:12][CH3:13])[cH:4][c:5]([NH:7][C:24]([c:17]2[n:16]([CH3:15])[cH:20][c:19]([N+:21](=[O:22])[O-:23])[cH:18]2)=[O:26])[cH:6]1.